From a dataset of the Open Reaction Database (ORD), a public repository of structured organic reaction records. describe an organic reaction: reactants, conditions, products, and yield Starting materials: ClC1=NC(=C(C(=N1)C(=O)OCC)[N+](=O)[O-])NC1=C(C=CC=C1)OC (Ethyl 2-chloro-6-(2-methoxyphenylamino)-5-nitropyrimidine-4-carboxylate), N[C@H]1CC[C@H](CC1)O (cis-4-aminocyclohexanol), C(C)(C)N(CC)C(C)C (diisopropylethylamine), O[C@H]1CC[C@H](CC1)NC1=NC(=C(C(=N1)C(=O)OCC)[N+](=O)[O-])NC1=C(C=CC=C1)OC (Ethyl 2-(cis-4-hydroxycyclohexylamino)-6-(2-methoxyphenylamino)-5-nitropyrimidine-4-carboxylate). Run in CN(C=O)C (dimethylformamide). Yields the product O[C@H]1CC[C@H](CC1)NC1=NC(=C2NC(N(C2=N1)C1=C(C=CC=C1)OC)=O)C(=O)N (2-(CIS-4-HYDROXYCYCLOHEXYLAMINO)-9-(2-METHOXYPHENYL)-8-OXO-8,9-DIHYDRO-7H-PURINE-6-CARBOXAMIDE). Isolated yield 93.0%. As a reaction SMILES: [OH:1][C@@H:2]1[CH2:7][CH2:6][C@H:5]([NH:8][C:9]2[N:14]=[C:13]([C:15](OCC)=[O:16])[C:12]([N+:20]([O-])=O)=[C:11]([NH:23][C:24]3[CH:29]=[CH:28][CH:27]=[CH:26][C:25]=3[O:30][CH3:31])[N:10]=2)[CH2:4][CH2:3]1.ClC1N=C([C:39](OCC)=[O:40])C([N+]([O-])=O)=C(NC2C=CC=CC=2OC)N=1.[NH2:56][C@@H]1CC[C@H](O)CC1.C(N(C(C)C)CC)(C)C>CN(C)C=O>[OH:1][C@@H:2]1[CH2:7][CH2:6][C@H:5]([NH:8][C:9]2[N:10]=[C:11]3[C:12]([NH:20][C:39](=[O:40])[N:23]3[C:24]3[CH:29]=[CH:28][CH:27]=[CH:26][C:25]=3[O:30][CH3:31])=[C:13]([C:15]([NH2:56])=[O:16])[N:14]=2)[CH2:4][CH2:3]1. Procedure: Ethyl 2-(cis-4-hydroxycyclohexylamino)-6-(2-methoxyphenylamino)-5-nitropyrimidine-4-carboxylate. Ethyl 2-chloro-6-(2-methoxyphenylamino)-5-nitropyrimidine-4-carboxylate (See Example 30.A) (0.300 g, 0.852 mmol), cis-4-aminocyclohexanol (0.155 g, 1.022 mmol) and diisopropylethylamine (0.274 g, 2.13 mmol) were reacted according to General Procedure C, except at room temperature and in dimethylformamide (5 mL). The crude reaction mixture was condensed and purified using Biotage chromatography (0-100... Starting materials: CO, COC(=O)Cn1nc(-c2ccc(Cl)cc2)n(CCC(F)(F)F)c1=O, [Li+], [OH-], O. The product is O=C(O)Cn1nc(-c2ccc(Cl)cc2)n(CCC(F)(F)F)c1=O. As a reaction SMILES: [CH3:27][OH:28].[Cl:1][c:2]1[cH:3][cH:4][c:5](-[c:8]2[n:9][n:10]([CH2:20][C:21](=[O:22])[O:23][CH3:24])[c:11](=[O:19])[n:12]2[CH2:13][CH2:14][C:15]([F:16])([F:17])[F:18])[cH:6][cH:7]1.[Li+:25].[OH-:26].[OH2:29]>>[Cl:1][c:2]1[cH:3][cH:4][c:5](-[c:8]2[n:9][n:10]([CH2:20][C:21](=[O:22])[OH:23])[c:11](=[O:19])[n:12]2[CH2:13][CH2:14][C:15]([F:16])([F:17])[F:18])[cH:6][cH:7]1. Reactants: Nc1cccc(Cl)c1, O=C(O)c1cccc(S(=O)(=O)N2CCCCC2)c1. Yields the product O=C(Nc1cccc(Cl)c1)c1cccc(S(=O)(=O)N2CCCCC2)c1. As a reaction SMILES: [Cl:19][c:20]1[cH:21][c:22]([NH2:23])[cH:24][cH:25][cH:26]1.[N:1]1([S:7](=[O:8])(=[O:9])[c:10]2[cH:11][c:12]([C:13](=[O:14])[OH:15])[cH:16][cH:17][cH:18]2)[CH2:2][CH2:3][CH2:4][CH2:5][CH2:6]1>>[N:1]1([S:7](=[O:8])(=[O:9])[c:10]2[cH:11][c:12]([C:13](=[O:15])[NH:23][c:22]3[cH:21][c:20]([Cl:19])[cH:26][cH:25][cH:24]3)[cH:16][cH:17][cH:18]2)[CH2:2][CH2:3][CH2:4][CH2:5][CH2:6]1. The reactants are COCCCBr, O=C([O-])[O-], CCO, [K+], [K+], NC(=O)C1CCNCC1. Product: COCCCN1CCC(C(N)=O)CC1. RXN SMILES: [Br:10][CH2:11][CH2:12][CH2:13][O:14][CH3:15].[C:16](=[O:17])([O-:18])[O-:19].[CH3:22][CH2:23][OH:24].[K+:20].[K+:21].[NH:1]1[CH2:2][CH2:3][CH:4]([C:5](=[O:6])[NH2:7])[CH2:8][CH2:9]1>>[N:1]1([CH2:11][CH2:12][CH2:13][O:14][CH3:15])[CH2:2][CH2:3][CH:4]([C:5](=[O:6])[NH2:7])[CH2:8][CH2:9]1. Starting materials: CC(C)(C)[Si](Oc1cccc2c1CCCC(CO)C2)(c1ccccc1)c1ccccc1, O=C(Cl)N(c1ccccc1)c1ccccc1, c1ccncc1. Product: CC(C)(C)[Si](Oc1cccc2c1CCCC(COC(=O)N(c1ccccc1)c1ccccc1)C2)(c1ccccc1)c1ccccc1. Reaction SMILES: [C:1]([CH3:2])([CH3:3])([CH3:4])[Si:5]([O:6][c:7]1[cH:8][cH:9][cH:10][c:11]2[c:12]1[CH2:13][CH2:14][CH2:15][CH:16]([CH2:18][OH:19])[CH2:17]2)([c:20]1[cH:21][cH:22][cH:23][cH:24][cH:25]1)[c:26]1[cH:27][cH:28][cH:29][cH:30][cH:31]1.[c:32]1([N:38]([C:39](=[O:40])[Cl:41])[c:42]2[cH:43][cH:44][cH:45][cH:46][cH:47]2)[cH:33][cH:34][cH:35][cH:36][cH:37]1.[cH:48]1[cH:49][cH:50][n:51][cH:52][cH:53]1>>[C:1]([CH3:2])([CH3:3])([CH3:4])[Si:5]([O:6][c:7]1[cH:8][cH:9][cH:10][c:11]2[c:12]1[CH2:13][CH2:14][CH2:15][CH:16]([CH2:18][O:19][C:39]([N:38]([c:32]1[cH:33][cH:34][cH:35][cH:36][cH:37]1)[c:42]1[cH:43][cH:44][cH:45][cH:46][cH:47]1)=[O:40])[CH2:17]2)([c:20]1[cH:21][cH:22][cH:23][cH:24][cH:25]1)[c:26]1[cH:27][cH:28][cH:29][cH:30][cH:31]1. The reactants are ClC=1OC(=C(N1)C1=CC=C(C=C1)Cl)CCCOC1=C(C=CC=C1)C (2-chloro-4-(4-chlorophenyl)-5-[3-(2-methylphenoxy)propyl]oxazole), C(C)C=1NC=CN1 (2-ethylimidazole), C([O-])([O-])=O.[K+].[K+] (potassium carbonate), CN(C=O)C (N,N-dimethylformamide). Solvent: O (water). Run at temperature 125 celsius, time 1 hour. Product: ClC1=CC=C(C=C1)C=1N=C(OC1CCCOC1=C(C=CC=C1)C)N1C(=NC=C1)CC (4-(4-chlorophenyl)-2-(2-ethyl-1-imidazolyl)-5-[3-(2-methylphenoxy)propyl]oxazole). The yield is 37.6%. As a reaction SMILES: Cl[C:2]1[O:3][C:4]([CH2:14][CH2:15][CH2:16][O:17][C:18]2[CH:23]=[CH:22][CH:21]=[CH:20][C:19]=2[CH3:24])=[C:5]([C:7]2[CH:12]=[CH:11][C:10]([Cl:13])=[CH:9][CH:8]=2)[N:6]=1.[CH2:25]([C:27]1[NH:28][CH:29]=[CH:30][N:31]=1)[CH3:26].C(=O)([O-])[O-].[K+].[K+].CN(C)C=O>O>[Cl:13][C:10]1[CH:11]=[CH:12][C:7]([C:5]2[N:6]=[C:2]([N:28]3[CH:29]=[CH:30][N:31]=[C:27]3[CH2:25][CH3:26])[O:3][C:4]=2[CH2:14][CH2:15][CH2:16][O:17][C:18]2[CH:23]=[CH:22][CH:21]=[CH:20][C:19]=2[CH3:24])=[CH:8][CH:9]=1 |f:2.3.4|. Procedure details: A mixture of 2-chloro-4-(4-chlorophenyl)-5-[3-(2-methylphenoxy)propyl]oxazole (1.00 g), 2-ethylimidazole (960 mg), potassium carbonate (1.38 g) and N,N-dimethylformamide (10 ml) was stirred at 120-130° C. for 1 hour. The reaction mixture was poured into water (100 ml), and the solid precipitate was filtered, air-dried and recrystallized from acetone-isopropyl ether to give 4-(4-chlorophenyl)-2-(2-ethyl-1-imidazolyl)-5-[3-(2-methylphenoxy)propyl]oxazole as pale yellow prisms (438 mg, 38%). Meltin...